Dataset: the Open Reaction Database (ORD), a public repository of structured organic reaction records. Task: describe an organic reaction: reactants, conditions, products, and yield The reactants are NC1=C(C(=O)C2=CC=CC=C2)C=CC=C1 (2-aminobenzophenone), C1(=CC=C(C=C1)S(=O)(=O)Cl)C (p-toluenesulfonyl chloride), Cl (HCl). The solvent is N1=CC=CC=C1 (pyridine). Run at time 16 hour. Product: C1(=CC=C(C=C1)S(=O)(=O)NC1=C(C(=O)C2=CC=CC=C2)C=CC=C1)C (2-(p-Toluenesulfonylamino)benzophenone). The yield is 82.3%. RXN SMILES: [NH2:1][C:2]1[CH:15]=[CH:14][CH:13]=[CH:12][C:3]=1[C:4]([C:6]1[CH:11]=[CH:10][CH:9]=[CH:8][CH:7]=1)=[O:5].[C:16]1([CH3:26])[CH:21]=[CH:20][C:19]([S:22](Cl)(=[O:24])=[O:23])=[CH:18][CH:17]=1.Cl>N1C=CC=CC=1>[C:16]1([CH3:26])[CH:21]=[CH:20][C:19]([S:22]([NH:1][C:2]2[CH:15]=[CH:14][CH:13]=[CH:12][C:3]=2[C:4]([C:6]2[CH:11]=[CH:10][CH:9]=[CH:8][CH:7]=2)=[O:5])(=[O:24])=[O:23])=[CH:18][CH:17]=1. Procedure details: To a stirred solution of 15.0 g of 2-aminobenzophenone in 7.5 cc of pyridine was added 14.5 g of p-toluenesulfonyl chloride under ice-cooling. And the resulting mixture was stirred at room temperature for 16 hours. 2N HCl was added to the reaction mixture and extracted with ethyl acetate. The extract was washed with water and dried over magnesium sulfate. The solvent was distilled off and the crude crystals thus obtained were recrystallized from isopropanol to obtain 22.0 g of compound H. Yield:... Starting materials: C(C)N1N=C(C=C1C(=O)O)C (1-ethyl-3-methyl-1H-pyrazole-5-carboxylic acid), NC=1C=C(OC=2C=CC=3N(C2)N=C(N3)NC(=O)C3CC3)C=CC1Cl (N-[6-(3-amino-4-chlorophenoxy)[1,2,4]triazolo[1,5-a]pyridin-2-yl]cyclopropanecarboxamide), O1CCCC1 (tetrahydrofuran), S(=O)(Cl)Cl (thionyl chloride). The reagents and catalysts are CN(C=O)C (N,N-dimethylformamide). Solvent: CN(C(C)=O)C (N,N-dimethylacetamide). Yields the product ClC1=C(C=C(C=C1)OC=1C=CC=2N(C1)N=C(N2)NC(=O)C2CC2)NC(=O)C2=CC(=NN2CC)C (N-[2-chloro-5-({2-[(cyclopropylcarbonyl)amino][1,2,4]triazolo[1,5-a]pyridin-6-yl}oxy)phenyl]-1-ethyl-3-methyl-1H-pyrazole-5-carboxamide). The yield is 40.9%. Reaction SMILES: [CH2:1]([N:3]1[C:7]([C:8]([OH:10])=O)=[CH:6][C:5]([CH3:11])=[N:4]1)[CH3:2].O1CCCC1.S(Cl)(Cl)=O.[NH2:21][C:22]1[CH:23]=[C:24]([CH:41]=[CH:42][C:43]=1[Cl:44])[O:25][C:26]1[CH:27]=[CH:28][C:29]2[N:30]([N:32]=[C:33]([NH:35][C:36]([CH:38]3[CH2:40][CH2:39]3)=[O:37])[N:34]=2)[CH:31]=1>CN(C)C=O.CN(C)C(=O)C>[Cl:44][C:43]1[CH:42]=[CH:41][C:24]([O:25][C:26]2[CH:27]=[CH:28][C:29]3[N:30]([N:32]=[C:33]([NH:35][C:36]([CH:38]4[CH2:40][CH2:39]4)=[O:37])[N:34]=3)[CH:31]=2)=[CH:23][C:22]=1[NH:21][C:8]([C:7]1[N:3]([CH2:1][CH3:2])[N:4]=[C:5]([CH3:11])[CH:6]=1)=[O:10]. Reported procedure: In the same manner as in Example 55 and using 1-ethyl-3-methyl-1H-pyrazole-5-carboxylic acid (56.2 mg, 0.365 mmol), tetrahydrofuran (5 mL), thionyl chloride (63.3 μL, 0.730 mmol), N,N-dimethylformamide (2 drops), N-[6-(3-amino-4-chlorophenoxy)[1,2,4]triazolo[1,5-a]pyridin-2-yl]cyclopropanecarboxamide (114 mg, 0.332 mmol) and N,N-dimethylacetamide (6 mL) as starting materials, the title compound (65.2 mg, 41%) was obtained as a white solid. Starting materials: O=C1NC=2C(=NC(=CC2)C=2C=NN3C2C=C(C=C3)C#N)N1C1CCOCC1 (3-(2-Oxo-3-(tetrahydro-2H-pyran-4-yl)-2,3-dihydro-1H-imidazo[4,5-b]pyridin-5-yl)pyrazolo[1,5-a]pyridine-5-carbonitrile), crude residue, C(CC(O)(C(=O)O)CC(=O)O)(=O)O (citric acid), C(OCC)(OCC)OCC (triethyl orthoformate), hexanes acetone. Run in CCO (EtOH). Run at temperature 145 celsius, time 2.5 hour. Yields the product O1CCC(CC1)N1C=NC=2C1=NC(=CC2)C=2C=NN1C2C=C(C=C1)C#N (3-(3-(Tetrahydro-2H-pyran-4-yl)-3H-imidazo[4,5-b]pyridin-5-yl)pyrazolo[1,5-a]pyridine-5-carbonitrile). Yield: 41.0%. As a reaction SMILES: O=[C:2]1[N:21]([CH:22]2[CH2:27][CH2:26][O:25][CH2:24][CH2:23]2)[C:5]2=[N:6][C:7]([C:10]3[CH:11]=[N:12][N:13]4[CH:18]=[CH:17][C:16]([C:19]#[N:20])=[CH:15][C:14]=34)=[CH:8][CH:9]=[C:4]2[NH:3]1.C(O)(=O)CC(CC(O)=O)(C(O)=O)O.C(OCC)(OCC)OCC>CCO>[O:25]1[CH2:24][CH2:23][CH:22]([N:21]2[C:5]3=[N:6][C:7]([C:10]4[CH:11]=[N:12][N:13]5[CH:18]=[CH:17][C:16]([C:19]#[N:20])=[CH:15][C:14]=45)=[CH:8][CH:9]=[C:4]3[N:3]=[CH:2]2)[CH2:27][CH2:26]1. Procedure details: To a suspension of the compound obtained in example 2 section d (33.6 mg, 0.1 mmol) in EtOH (1.5 mL), citric acid (2 mg, 0.1 mmol) and triethyl orthoformate (340 μL, 2 mmol) were added. The reaction mixture was heated in a CEM Explorer microwave oven at 145° C. and 270 W for 2.5 hours. The crude residue was cromategraphed on a silica gel flash system (ISCO Rf) using hexanes/acetone mixtures of increasing polarity as eluent to afford 14.2 mg of the desired product (41% yield). Starting materials: CC1(C)C2CCC1(CS(=O)(=O)O)C(=O)C2, CCO, O=C(Cc1ccc(F)cc1)N=C=S, CN(C)CCN1CCC(N(C)C(=O)Nc2cc(Oc3ccc(N)cc3F)ncn2)CC1. The product is CN(C)CCN1CCC(N(C)C(=O)Nc2cc(Oc3ccc(NC(=S)NC(=O)Cc4ccc(F)cc4)cc3F)ncn2)CC1. Reaction SMILES: [C:1]12([CH2:2][S:3]([OH:4])(=[O:5])=[O:6])[C:7]([CH3:8])([CH3:9])[CH:10]([CH2:11][CH2:12]1)[CH2:13][C:14]2=[O:15].[CH3:60][CH2:61][OH:62].[F:47][c:48]1[cH:49][cH:50][c:51]([CH2:54][C:55](=[O:56])[N:57]=[C:58]=[S:59])[cH:52][cH:53]1.[NH2:16][c:17]1[cH:18][c:19]([F:46])[c:20]([O:21][c:22]2[cH:23][c:24]([NH:28][C:29]([N:30]([CH3:31])[CH:32]3[CH2:33][CH2:34][N:35]([CH2:38][CH2:39][N:40]([CH3:41])[CH3:42])[CH2:36][CH2:37]3)=[O:43])[n:25][cH:26][n:27]2)[cH:44][cH:45]1>>[NH:16]([c:17]1[cH:18][c:19]([F:46])[c:20]([O:21][c:22]2[cH:23][c:24]([NH:28][C:29]([N:30]([CH3:31])[CH:32]3[CH2:33][CH2:34][N:35]([CH2:38][CH2:39][N:40]([CH3:41])[CH3:42])[CH2:36][CH2:37]3)=[O:43])[n:25][cH:26][n:27]2)[cH:44][cH:45]1)[C:58]([NH:57][C:55]([CH2:54][c:51]1[cH:50][cH:49][c:48]([F:47])[cH:53][cH:52]1)=[O:56])=[S:59]. Reactants: CCOC(=O)C(C(=O)OCC)C(=O)c1c(F)cc(F)c(F)c1C, O, Cc1ccc(S(=O)(=O)O)cc1. Yields the product CCOC(=O)CC(=O)c1c(F)cc(F)c(F)c1C. As a reaction SMILES: [CH3:1][c:2]1[c:3]([C:4](=[O:5])[CH:6]([C:7](=[O:8])[O:9][CH2:10][CH3:11])[C:12]([O:13][CH2:14][CH3:15])=[O:16])[c:17]([F:23])[cH:18][c:19]([F:22])[c:20]1[F:21].[OH2:35].[c:24]1([CH3:25])[cH:26][cH:27][c:28]([S:29]([OH:30])(=[O:31])=[O:32])[cH:33][cH:34]1>>[CH3:1][c:2]1[c:3]([C:4](=[O:5])[CH2:6][C:7](=[O:8])[O:9][CH2:10][CH3:11])[c:17]([F:23])[cH:18][c:19]([F:22])[c:20]1[F:21].